This data is from the Open Reaction Database (ORD), a public repository of structured organic reaction records. The task is: describe an organic reaction: reactants, conditions, products, and yield As a reaction SMILES: [F:1][C:2]([F:12])([F:11])[C:3]1[CH:10]=[CH:9][C:6]([CH:7]=O)=[CH:5][CH:4]=1.Cl.[O:14]([NH2:16])[CH3:15]>>[CH3:15][O:14][N:16]=[CH:7][C:6]1[CH:9]=[CH:10][C:3]([C:2]([F:12])([F:11])[F:1])=[CH:4][CH:5]=1 |f:1.2|. Starting materials: FC(C1=CC=C(C=O)C=C1)(F)F (4-trifluoromethylbenzaldehyde), Cl.O(C)N (methoxylamine hydrochloride), compound 3-A. Yields the product CON=CC1=CC=C(C=C1)C(F)(F)F (4-Trifluoromethyl-benzaldehyde O-methyloxime). Reported procedure: Reaction of 4-trifluoromethylbenzaldehyde with methoxylamine hydrochloride as described in the preparation of compound 3-A gave the title oxime ether as a clear oil (100% yield). 1HNMR indicated a 9:1 mixture of E- and Z-isomers. 1HNMR 400 MHz (CDCl3) δ (ppm): (E-isomer) 4.00 (3H, s, OCH3), 7.62 (2H, m, aromatics), 7.69 (2H, m, aromatics), 8.08 (1H, s, CH). The yield is 100.0%. Starting materials: N(=NC(=O)OCC)C(=O)OCC (diethyl azodicarboxylate), C1(=CC=CC=C1)P(C1=CC=CC=C1)C1=CC=CC=C1 (triphenylphosphine), OC1=CC=C(C=C1)C1=CC=C(C=C1)C(=O)O (4′-hydroxyl-4-biphenylcarboxylic acid), C(C=C)(=O)OCCCCO (4-hydroxybutyl acrylate). Run in O1CCCC1 (tetrahydrofuran). Run at temperature 0 celsius, time 1 hour. The product is C(C=C)(=O)CCCCOC(=O)C1=CC=C(C=C1)C1=CC=C(C=C1)O (4′-hydroxy-biphenyl-4-carboxylic acid 4-acryloylbutyl ester). Yield: 66.6%. Reaction SMILES: [C:1]1(P(C2C=CC=CC=2)C2C=CC=CC=2)C=CC=C[CH:2]=1.[OH:20][C:21]1[CH:26]=[CH:25][C:24]([C:27]2[CH:32]=[CH:31][C:30]([C:33]([OH:35])=[O:34])=[CH:29][CH:28]=2)=[CH:23][CH:22]=1.C(O[CH2:41][CH2:42][CH2:43][CH2:44][OH:45])(=O)C=C.N(C(OCC)=O)=N[C:48](OCC)=O>O1CCCC1>[C:44]([CH2:43][CH2:42][CH2:41][CH2:48][O:34][C:33]([C:30]1[CH:31]=[CH:32][C:27]([C:24]2[CH:23]=[CH:22][C:21]([OH:20])=[CH:26][CH:25]=2)=[CH:28][CH:29]=1)=[O:35])(=[O:45])[CH:1]=[CH2:2]. Procedure: 5.24 g (20 mmol) of triphenylphosphine (TPP) are added at 0° C. to a solution of 4.28 g (20 mmol) of 4′-hydroxyl-4-biphenylcarboxylic acid and 2.88 g (29 mmol) of 4-hydroxybutyl acrylate in 100 ml of tetrahydrofuran (THF) and then, at the same temperature, 3.50 g (20 mmol) of diethyl azodicarboxylate (DEAD) are added dropwise thereto. The mixture is stirred for one hour at 0° C. and then overnight at room temperature. The mixture is then concentrated and the residue is purified by chromatography... The reactants are ClC1=NC=NC(=C1)OCC#CC (4-chloro-6-(2-butynyloxy)pyrimidine), C([O-])([O-])=O.[K+].[K+] (potassium carbonate), C1(=CC=CC=C1)O (phenol), [Cl-].[NH4+] (ammonium chloride). Solvent: CN(C=O)C (N,N-dimethylformamide). Reaction conditions: temperature 60 celsius, time 7 hour. Product: C(C#CC)OC1=NC=NC(=C1)OC1=CC=CC=C1 (4-(2-butynyloxy)-6-phenoxypyrimidine). The yield is 62.7%. As a reaction SMILES: Cl[C:2]1[CH:7]=[C:6]([O:8][CH2:9][C:10]#[C:11][CH3:12])[N:5]=[CH:4][N:3]=1.C(=O)([O-])[O-].[K+].[K+].[C:19]1([OH:25])[CH:24]=[CH:23][CH:22]=[CH:21][CH:20]=1.[Cl-].[NH4+]>CN(C)C=O>[CH2:9]([O:8][C:6]1[CH:7]=[C:2]([O:25][C:19]2[CH:24]=[CH:23][CH:22]=[CH:21][CH:20]=2)[N:3]=[CH:4][N:5]=1)[C:10]#[C:11][CH3:12] |f:1.2.3,5.6|. Procedure: To 2 ml of N,N-dimethylformamide were added 0.2 g of 4-chloro-6-(2-butynyloxy)pyrimidine, 0.38 g of potassium carbonate, and 0.1 g of phenol, followed by stirring at 60° C. for 7 hours. The reaction mixture was then left for cooling to room temperature and poured into a saturated aqueous ammonium chloride solution, which was extracted three times with chloroform. The chloroform layers were combined, washed with diluted hydrochloric acid and then with water. The organic layer was dried over anhyd... Reactants: C1CCOC1, O=C(O)C1Cc2ccccc2N1, O. Yields the product OCC1Cc2ccccc2N1. As a reaction SMILES: [CH2:13]1[O:14][CH2:15][CH2:16][CH2:17]1.[NH:1]1[CH:2]([C:10](=[O:11])[OH:12])[CH2:3][c:4]2[cH:5][cH:6][cH:7][cH:8][c:9]21.[OH2:18]>>[NH:1]1[CH:2]([CH2:10][OH:11])[CH2:3][c:4]2[cH:5][cH:6][cH:7][cH:8][c:9]21.